This data is from the Open Reaction Database (ORD), a public repository of structured organic reaction records. The task is: describe an organic reaction: reactants, conditions, products, and yield The reactants are COC1=CC=C(C=C1)C=1OC2=C(N1)C=CC(=C2)C=O (2-(p-methoxyphenyl)-6-formyl-benzoxazole), ( 112 ), O.C1(=CC=C(C=C1)S(=O)(=O)O)C (toluene-4-sulphonic acid monohydrate), CC1=CC(=C(C=C1C)O)N (4,5-dimethyl-2-aminophenol), C(C)(=O)OC(C)=O (acetic anhydride). The solvent is O (water), C=1(C(=CC=CC1)C)C (xylene), C=1(C(=CC=CC1)C)C (xylene). Run at temperature 60 celsius, time 3 hour. Yields the product COC1=CC=CC=C1C=1OC2=C(N1)C=CC(=C2)C=CC=2OC1=C(N2)C=C(C(=C1)C)C (1-[2-(6-methoxyphenyl)-benzoxazol-6-yl]-2-(5,6-dimethylbenzoxazol-2-yl)-ethylene). Yield: 99.0%. RXN SMILES: [CH3:1][C:2]1[C:7]([CH3:8])=[CH:6][C:5]([OH:9])=[C:4]([NH2:10])[CH:3]=1.[C:11](OC(=O)C)(=[O:13])C.CO[C:20]1[CH:25]=[CH:24][C:23]([C:26]2[O:27][C:28]3[CH:34]=[C:33]([CH:35]=O)[CH:32]=[CH:31][C:29]=3[N:30]=2)=[CH:22][CH:21]=1.O.[C:38]1(C)C=CC(S(O)(=O)=O)=C[CH:39]=1>C1(C)C(C)=CC=CC=1.O>[CH3:11][O:13][C:24]1[C:23]([C:26]2[O:27][C:28]3[CH:34]=[C:33]([CH:35]=[CH:38][C:39]4[O:9][C:5]5[CH:6]=[C:7]([CH3:8])[C:2]([CH3:1])=[CH:3][C:4]=5[N:10]=4)[CH:32]=[CH:31][C:29]=3[N:30]=2)=[CH:22][CH:21]=[CH:20][CH:25]=1 |f:3.4|. Procedure: In a sulphonating flask which is provided with a water trap, 2.75 g (0.02 mole) of 4,5-dimethyl-2-aminophenol in 80 ml of xylene are stirred with 2.45 g (0.024 mole) of acetic anhydride for 1 hour at 60° C., and then 5.06 g (0.02 mole) of 2-(p-methoxyphenyl)-6-formyl-benzoxazole of the formula (112) and 4.35 g (0.013 mole) of toluene-4-sulphonic acid monohydrate are added to the xylene solution. The reaction mixture is stirred for 3 hours under reflux. The white suspension turns into a brown sol... Product: [Si](C)(C)(C(C)(C)C)OCC1=CC(=C(OC(C(=O)OC)C2=CC=CC=C2)C=C1)CCC (methyl 2-(4-tert-butyldimethylsilyloxymethyl-2-propylphenoxy)-2-phenylacetate). Starting materials: OCC1=CC(=C(OC(C(=O)OC)C2=CC=CC=C2)C=C1)CCC (methyl (4-hydroxymethyl-2-propylphenoxy)-2-phenylacetate), N1C=NC=C1 (imidazole), C(C)(C)(C)[Si](Cl)(C)C (tertbutyldimethyl-chlorosilane), C(C)(=O)OCC (ethyl acetate). Reaction conditions: time 18 hour. Procedure: To a solution of 2.34 g (7.45 mmol) of the product of Step J in DMF (30 mL) were added imidazole (609 mg, 8.94 mmol) and tertbutyldimethyl-chlorosilane (1.35 g, 8.94 mmol) at 0° C. The solution was stirred at room temperature for 18 hours, and was then poured into 100 mL of ethyl acetate and washed with H2O (2×). The water layer was extracted with ethyl acetate (2×). The combined organic layer was washed with H2O (3×) and brine, and was dried over anhydrous MgSO4. After concentration the mixture... Isolated yield 61.4%. Run in CN(C)C=O (DMF). As a reaction SMILES: [OH:1][CH2:2][C:3]1[CH:20]=[CH:19][C:6]([O:7][CH:8]([C:13]2[CH:18]=[CH:17][CH:16]=[CH:15][CH:14]=2)[C:9]([O:11][CH3:12])=[O:10])=[C:5]([CH2:21][CH2:22][CH3:23])[CH:4]=1.N1C=CN=C1.[C:29]([Si:33]([CH3:36])([CH3:35])Cl)([CH3:32])([CH3:31])[CH3:30].C(OCC)(=O)C>CN(C=O)C>[Si:33]([O:1][CH2:2][C:3]1[CH:20]=[CH:19][C:6]([O:7][CH:8]([C:13]2[CH:14]=[CH:15][CH:16]=[CH:17][CH:18]=2)[C:9]([O:11][CH3:12])=[O:10])=[C:5]([CH2:21][CH2:22][CH3:23])[CH:4]=1)([C:29]([CH3:32])([CH3:31])[CH3:30])([CH3:36])[CH3:35]. Starting materials: N1CCCCC1 (Piperidine), C([O-])([O-])=O.[Cs+].[Cs+] (cesium carbonate), C1(=CC=CC=C1)C (toluene), C(C1=CC=CC=C1)OC1=C(C(=O)OCC2=CC=CC=C2)C=C(C=C1)Br (benzyl 2-(benzyloxy)-5-bromobenzoate), N1CCCCC1 (piperidine), C([O-])([O-])=O.[Cs+].[Cs+] (cesium carbonate). The reagents and catalysts are C=1C=CC(=CC1)/C=C/C(=O)/C=C/C2=CC=CC=C2.C=1C=CC(=CC1)/C=C/C(=O)/C=C/C2=CC=CC=C2.C=1C=CC(=CC1)/C=C/C(=O)/C=C/C2=CC=CC=C2.[Pd].[Pd] (tris(dibenzylideneacetone)dipalladium(0)), C(C)(=O)[O-].[Pd+2].C(C)(=O)[O-] (palladium(II) acetate), C1(CCCCC1)P(C1=C(C=CC=C1)C1=C(C=C(C=C1C(C)C)C(C)C)C(C)C)C1CCCCC1 (2-dicyclohexylphosphino-2′,4′,6′-triisopropylbiphenyl), C=1C=CC(=CC1)/C=C/C(=O)/C=C/C2=CC=CC=C2.C=1C=CC(=CC1)/C=C/C(=O)/C=C/C2=CC=CC=C2.C=1C=CC(=CC1)/C=C/C(=O)/C=C/C2=CC=CC=C2.[Pd].[Pd] (tris(dibenzylideneacetone)dipalladium(0)), C(C)(=O)[O-].[Pd+2].C(C)(=O)[O-] (palladium(II) acetate), C1(CCCCC1)P(C1=C(C=CC=C1)C1=C(C=C(C=C1C(C)C)C(C)C)C(C)C)C1CCCCC1 (2-dicyclohexylphosphino-2′,4′,6′-triisopropylbiphenyl). Reaction SMILES: [NH:1]1[CH2:6][CH2:5][CH2:4][CH2:3][CH2:2]1.C(=O)([O-])[O-].[Cs+].[Cs+].C1(C)C=CC=CC=1.[CH2:20]([O:27][C:28]1[CH:43]=[CH:42][C:41](Br)=[CH:40][C:29]=1[C:30]([O:32][CH2:33][C:34]1[CH:39]=[CH:38][CH:37]=[CH:36][CH:35]=1)=[O:31])[C:21]1[CH:26]=[CH:25][CH:24]=[CH:23][CH:22]=1>C1C=CC(/C=C/C(/C=C/C2C=CC=CC=2)=O)=CC=1.C1C=CC(/C=C/C(/C=C/C2C=CC=CC=2)=O)=CC=1.C1C=CC(/C=C/C(/C=C/C2C=CC=CC=2)=O)=CC=1.[Pd].[Pd].C([O-])(=O)C.[Pd+2].C([O-])(=O)C.C1(P(C2CCCCC2)C2C=CC=CC=2C2C(C(C)C)=CC(C(C)C)=CC=2C(C)C)CCCCC1.C(OCC)(=O)C.O>[CH2:20]([O:27][C:28]1[CH:43]=[CH:42][C:41]([N:1]2[CH2:6][CH2:5][CH2:4][CH2:3][CH2:2]2)=[CH:40][C:29]=1[C:30]([O:32][CH2:33][C:34]1[CH:35]=[CH:36][CH:37]=[CH:38][CH:39]=1)=[O:31])[C:21]1[CH:22]=[CH:23][CH:24]=[CH:25][CH:26]=1 |f:1.2.3,6.7.8.9.10,11.12.13|. Reported procedure: Piperidine (1.1 mL), cesium carbonate (4.9 g), tris(dibenzylideneacetone)dipalladium(0) (0.069 g), 2-dicyclohexylphosphino-2′,4′,6′-triisopropylbiphenyl (0.18 g), and palladium(II) acetate (0.034 g) were added to a toluene (30 mL) solution of benzyl 2-(benzyloxy)-5-bromobenzoate (3.0 g), followed by heating to reflux under a nitrogen atmosphere for 4 hours. The reaction mixture was cooled to room temperature, and then piperidine (0.37 mL), cesium carbonate (1.2 g), tris(dibenzylideneacetone)dipa... Run in C(C)(=O)OCC (ethyl acetate), O (water). The product is C(C1=CC=CC=C1)OC1=C(C(=O)OCC2=CC=CC=C2)C=C(C=C1)N1CCCCC1 (benzyl 2-(benzyloxy)-5-(piperidin-1-yl)benzoate). The reactants are ClC1=CC=C(C=C1)C1=NOC2=C1C(CCC(C2)C(=O)OC)=C (methyl 3-(4-chlorophenyl)-5,6,7,8-tetrahydro-4-methylene-4H-cyclohept[d]isoxazole-7-carboxylate), [H][H] (hydrogen). Reagents/catalysts: [Pt] (platinum-on-carbon). Solvent: C(C)(=O)O (acetic acid). The product is ClC1=CC=C(C=C1)C1=NOC2=C1[C@@H](CC[C@@H](C2)C(=O)OC)C (methyl cis-3-(4-chlorophenyl)-5,6,7,8-tetrahydro-4-methyl-4H-cyclohept[d]isoxazole-7-carboxylate), ClC1=CC=C(C=C1)C1=NOC2=C1[C@@H](CC[C@H](C2)C(=O)OC)C (methyl trans-3-(4-chlorophenyl)-5,6,7,8-tetrahydro-4-methyl-4H-cyclohept[d]isoxazole-7-carboxylate). Reaction SMILES: [Cl:1][C:2]1[CH:7]=[CH:6][C:5]([C:8]2[C:12]3[C:13](=[CH2:22])[CH2:14][CH2:15][CH:16]([C:18]([O:20][CH3:21])=[O:19])[CH2:17][C:11]=3[O:10][N:9]=2)=[CH:4][CH:3]=1.[H][H]>C(O)(=O)C.[Pt]>[Cl:1][C:2]1[CH:3]=[CH:4][C:5]([C:8]2[C:12]3[C@H:13]([CH3:22])[CH2:14][CH2:15][C@H:16]([C:18]([O:20][CH3:21])=[O:19])[CH2:17][C:11]=3[O:10][N:9]=2)=[CH:6][CH:7]=1.[Cl:1][C:2]1[CH:3]=[CH:4][C:5]([C:8]2[C:12]3[C@H:13]([CH3:22])[CH2:14][CH2:15][C@@H:16]([C:18]([O:20][CH3:21])=[O:19])[CH2:17][C:11]=3[O:10][N:9]=2)=[CH:6][CH:7]=1. Reported procedure: 1 g (3.13 mmol) of methyl 3-(4-chlorophenyl)-5,6,7,8-tetrahydro-4-methylene-4H-cyclohept[d]isoxazole-7-carboxylate was dissolved in 60 ml of glacial acetic acid and 0.3 g of 5% platinum-on-carbon catalyst was added under a nitrogen atmosphere. The mixture was shaken in a hydrogen atmosphere at room temperature and under atmospheric pressure for 8 hours. The catalyst was removed by filtration and washed with glacial acetic acid. The filtrate was evaporated and the residue was chromatographed on s... Reactants: ClC1=NC(=NC(=C1)C1=C(C=CC(=C1)Cl)OC)N (4-chloro-6-(5-chloro-2-methoxy-phenyl)-pyrimidin-2-yl-amine), Cl (hydrogen chloride), FC(C1=CC=C(N)C=C1)(F)F (4-(trifluoromethyl)aniline). Run in C(C)O (ethanol), O1CCOCC1 (dioxane). The product is hydrochloride salt, ClC=1C=CC(=C(C1)C1=CC(=NC(=N1)N)NC1=CC=C(C=C1)C(F)(F)F)OC (6-(5-Chloro-2-methoxy-phenyl)-N*4*-(4-trifluoromethylphenyl)-pyrimidine-2,4-diamine). As a reaction SMILES: Cl[C:2]1[CH:7]=[C:6]([C:8]2[CH:13]=[C:12]([Cl:14])[CH:11]=[CH:10][C:9]=2[O:15][CH3:16])[N:5]=[C:4]([NH2:17])[N:3]=1.Cl.[F:19][C:20]([F:29])([F:28])[C:21]1[CH:27]=[CH:26][C:24]([NH2:25])=[CH:23][CH:22]=1>C(O)C.O1CCOCC1>[Cl:14][C:12]1[CH:11]=[CH:10][C:9]([O:15][CH3:16])=[C:8]([C:6]2[N:5]=[C:4]([NH2:17])[N:3]=[C:2]([NH:25][C:24]3[CH:26]=[CH:27][C:21]([C:20]([F:19])([F:28])[F:29])=[CH:22][CH:23]=3)[CH:7]=2)[CH:13]=1. Procedure details: To a stirred suspension of 4-chloro-6-(5-chloro-2-methoxy-phenyl)-pyrimidin-2-yl-amine (0.050 g, 0.185 mmol) in ethanol (7.5 ml) was added a solution of hydrogen chloride in dioxane (4.0 M, 0.03 ml) followed by 4-(trifluoromethyl)aniline (0.06 g, 0.37 mmol). The mixture was stirred under reflux for 45 minutes. After evaporation of volatiles under reduced pressure, the residue was treated with 1.0 M hydrochloric acid (10 ml) and stirred for 30 min. Filtration provided the hydrochloride salt of th... Solvent: CN(C)C=O (DMF), CN(C)C=O (DMF). Reactants: C(C)(=O)Cl (acetyl chloride), [H-].[Na+] (sodium hydride), O=C1SCC(=NN1)C=1C=C2C(C(NC2=CC1)=O)(SC)C (1,3-Dihydro-5-(3,6-dihydro-2-oxo-2H-1,3,4-thiadiazin-5-yl)-3-methyl-3-methylthio-2H-indol-2-one), O=C1SCC(=NN1)C=1C=C2C(C(NC2=CC1)=O)(SC)C (1,3-Dihydro-5-(3,6-dihydro-2-oxo-2H-1,3,4-thiadiazin-5-yl)-3-methyl-3-methylthio-2H-indol-2-one), C(C)OC(C)=O (ethylacetate). The product is C(C)(=O)N1C(C(C2=CC(=CC=C12)C1=NNC(SC1)=O)(SC)C)=O (1-Acetyl-1,3-dihydro-5-(3,6-dihydro-2-oxo-2H-1,3,4-thiadiazin-5-yl)-3-methyl-3-methylthio-2H-indol-2-one). RXN SMILES: [H-].[Na+].[O:3]=[C:4]1[NH:9][N:8]=[C:7]([C:10]2[CH:11]=[C:12]3[C:16](=[CH:17][CH:18]=2)[NH:15][C:14](=[O:19])[C:13]3([CH3:22])[S:20][CH3:21])[CH2:6][S:5]1.[C:23](Cl)(=[O:25])[CH3:24].C(OC(=O)C)C>CN(C=O)C>[C:23]([N:15]1[C:16]2[C:12](=[CH:11][C:10]([C:7]3[CH2:6][S:5][C:4](=[O:3])[NH:9][N:8]=3)=[CH:18][CH:17]=2)[C:13]([CH3:22])([S:20][CH3:21])[C:14]1=[O:19])(=[O:25])[CH3:24] |f:0.1|. Conditions: temperature 5 celsius, time 0.5 hour. Reported procedure: 0.131 g sodium hydride from a 55% dispersion in mineral oil was added during 0.5 hr to a solution of 0.921 g of 1,3-dihydro-5-(3,6-dihydro-2-oxo-2H-1,3,4-thiadiazin-5-yl)-3-methyl-3-methylthio-2H-indol-2-one (compound of Example 1) in 25 ml DMF at 5° C. The mixture was stirred for 0.5 hr at 5° C. then 0.5 hr at 20° C. and cooled at 5° C. 0.215 ml of acetyl chloride in 1 ml DMF was added dropwise under stirring. The mixture was stirred for 0.5 hr at 5° C. then 1.5 hrs at 20° C. 250 ml ethylacetat... The reactants are C(C=C)NC1=NC(=NC2=CC=C(C=C12)[N+](=O)[O-])Cl (4-allylamino-2-chloro-6-nitroquinazoline), C(CN)N (ethylenediamine). Solvent: O (Water). Conditions: time 2 hour. Product: C(C=C)NC1=NC(=NC2=CC=C(C=C12)[N+](=O)[O-])NCCN (4-Allylamino-2-(2-aminoethylamino)-6-nitroquinazoline). Isolated yield 79.7%. As a reaction SMILES: [CH2:1]([NH:4][C:5]1[C:14]2[C:9](=[CH:10][CH:11]=[C:12]([N+:15]([O-:17])=[O:16])[CH:13]=2)[N:8]=[C:7](Cl)[N:6]=1)[CH:2]=[CH2:3].[CH2:19]([NH2:22])[CH2:20][NH2:21]>O>[CH2:1]([NH:4][C:5]1[C:14]2[C:9](=[CH:10][CH:11]=[C:12]([N+:15]([O-:17])=[O:16])[CH:13]=2)[N:8]=[C:7]([NH:21][CH2:20][CH2:19][NH2:22])[N:6]=1)[CH:2]=[CH2:3]. Procedure details: A mixture of 230 mg (0.87 mmol) of 4-allylamino-2-chloro-6-nitroquinazoline and 899 mg (14.96 mmol) of ethylenediamine was stirred at room temperature for 2 hours. Water was added to the reaction mixture, followed by extraction with ethyl acetate, washing with brine and drying over anhydrous sodium sulfate. After the solvent was distilled off, the residue was purified by a silica gel column to give 200 mg (yield: 79.9%) of the title compound.